From a dataset of the Open Reaction Database (ORD), a public repository of structured organic reaction records. describe an organic reaction: reactants, conditions, products, and yield The reactants are N[C@H](C(=O)NC1=CC(=NN1C)C1=CC(=NC=C1)Cl)CC1=CC=CC=C1 ((2S)-2-Amino-N-(3-(2-chloropyridin-4-yl)-1-methyl-1H-pyrazol-5-yl)-3-phenylpropanamide), CCN(C(C)C)C(C)C (DIEA), BrCC(=O)OC(C)(C)C (tert-butyl bromoacetate). Solvent: CN(C)C=O (DMF). Conditions: temperature 0 celsius, time 16 hour. The product is ClC1=NC=CC(=C1)C1=NN(C(=C1)NC([C@H](CC1=CC=CC=C1)NCC(=O)OC(C)(C)C)=O)C (Tert-butyl 2-((S)-1-(3-(2-chloropyridin-4-yl)-1-methyl-1H-pyrazol-5-ylamino)-1-oxo-3-phenylpropan-2-ylamino)acetate). As a reaction SMILES: [NH2:1][C@@H:2]([CH2:19][C:20]1[CH:25]=[CH:24][CH:23]=[CH:22][CH:21]=1)[C:3]([NH:5][C:6]1[N:10]([CH3:11])[N:9]=[C:8]([C:12]2[CH:17]=[CH:16][N:15]=[C:14]([Cl:18])[CH:13]=2)[CH:7]=1)=[O:4].CCN(C(C)C)C(C)C.Br[CH2:36][C:37]([O:39][C:40]([CH3:43])([CH3:42])[CH3:41])=[O:38]>CN(C=O)C>[Cl:18][C:14]1[CH:13]=[C:12]([C:8]2[CH:7]=[C:6]([NH:5][C:3](=[O:4])[C@@H:2]([NH:1][CH2:36][C:37]([O:39][C:40]([CH3:43])([CH3:42])[CH3:41])=[O:38])[CH2:19][C:20]3[CH:25]=[CH:24][CH:23]=[CH:22][CH:21]=3)[N:10]([CH3:11])[N:9]=2)[CH:17]=[CH:16][N:15]=1. Reported procedure: To a 500 ml flask was added 2000 mg of (2S)-2-amino-N-(3-(2-chloropyridin-4-yl)-1-methyl-1H-pyrazol-5-yl)-3-phenylpropanamide 17.7.E, 50 ml of DMF, 1.4 ml of DIEA and the reaction was cooled to 0° C. To the reaction was then added 953 μl of tert-butyl bromoacetate and the reaction was stirred at 22° C. for 16 hours at which time the crude was partitioned between 800 ml EtAc, 2×200 ml of saturated brine, and 2×200 ml of water. (Note: no product observed in aqueous layer). The organic solvent was ... The reactants are crude product, N[C@@H](CC(C)C)C(=O)CCl.Cl (H-LeuCH2Cl.HCl), anhydride, O1CCCC1 (tetrahydrofuran), N([C@@H](CC1=CC=CC=C1)C(=O)NCC(=O)N[C@@H](C)C(=O)O)C(=O)OC(C)(C)C (Boc-Phe-Gly-Ala-OH), N[C@@H](CC(C)C)C(=O)CCl.Cl (H-LeuCH2Cl HCl). The solvent is CCOCC (ether), CC(=O)C (acetone), CC(=O)C (acetone). The product is N([C@@H](CC1=CC=CC=C1)C(=O)NCC(=O)N[C@@H](C)C(=O)N[C@@H](CC(C)C)C(=O)CCl)C(=O)OC(C)(C)C (Boc-Phe-Gly-Ala-LeuCH2Cl), anhydride, N([C@@H](CC1=CC=CC=C1)C(=O)NCC(=O)N[C@@H](C)C(=O)O)C(=O)OC(C)(C)C (Boc-Phe-Gly-Ala-OH). RXN SMILES: [NH:1]([C:22]([O:24][C:25]([CH3:28])([CH3:27])[CH3:26])=[O:23])[C@H:2]([C:10]([NH:12][CH2:13][C:14]([NH:16][C@H:17]([C:19]([OH:21])=[O:20])[CH3:18])=[O:15])=[O:11])[CH2:3][C:4]1[CH:9]=[CH:8][CH:7]=[CH:6][CH:5]=1.[NH2:29][C@H:30]([C:35]([CH2:37][Cl:38])=[O:36])[CH2:31][CH:32]([CH3:34])[CH3:33].Cl.O1CCCC1>CC(C)=O.CCOCC>[NH:1]([C:22]([O:24][C:25]([CH3:28])([CH3:26])[CH3:27])=[O:23])[C@H:2]([C:10]([NH:12][CH2:13][C:14]([NH:16][C@H:17]([C:19]([NH:29][C@H:30]([C:35]([CH2:37][Cl:38])=[O:36])[CH2:31][CH:32]([CH3:34])[CH3:33])=[O:20])[CH3:18])=[O:15])=[O:11])[CH2:3][C:4]1[CH:5]=[CH:6][CH:7]=[CH:8][CH:9]=1.[NH:1]([C:22]([O:24][C:25]([CH3:26])([CH3:28])[CH3:27])=[O:23])[C@H:2]([C:10]([NH:12][CH2:13][C:14]([NH:16][C@H:17]([C:19]([OH:21])=[O:20])[CH3:18])=[O:15])=[O:11])[CH2:3][C:4]1[CH:9]=[CH:8][CH:7]=[CH:6][CH:5]=1 |f:1.2|. Procedure details: Boc-Phe-Gly-Ala-LeuCH2Cl was prepared by coupling Boc-Phe-Gly-Ala-OH (11.8 g, 30 mmol) to H-LeuCH2Cl.HCl (6.06 g, 30 mmol) using a mixed anhydride procedure. A mixed anhydride of Boc-Phe-Gly-Ala-OH was prepared in a solution of 300 mL of tetrahydrofuran and 25 mL of acetone, and then H-LeuCH2Cl HCl was added in acetone. The resulting crude product, 17.6 g, was dissolved in ether, treated with carbon, and filtered. Product Boc-Phe-Gly-Ala-LeuCH2Cl crystallized from ether (10.0 g). Reactants: O=C([O-])[O-], C1CCNC1, O=C(Cl)N1CC(Oc2cccc(C(F)(F)F)c2)C1, [K+], [K+], C1CCOC1. The product is O=C(N1CCCC1)N1CC(Oc2cccc(C(F)(F)F)c2)C1. Reaction SMILES: [C:19](=[O:20])([O-:21])[O-:22].[CH2:25]1[CH2:26][CH2:27][NH:28][CH2:29]1.[Cl:1][C:2](=[O:3])[N:4]1[CH2:5][CH:6]([O:8][c:9]2[cH:10][c:11]([C:15]([F:16])([F:17])[F:18])[cH:12][cH:13][cH:14]2)[CH2:7]1.[K+:23].[K+:24].[O:30]1[CH2:31][CH2:32][CH2:33][CH2:34]1>>[C:2](=[O:3])([N:4]1[CH2:5][CH:6]([O:8][c:9]2[cH:10][c:11]([C:15]([F:16])([F:17])[F:18])[cH:12][cH:13][cH:14]2)[CH2:7]1)[N:28]1[CH2:27][CH2:26][CH2:25][CH2:29]1. Starting materials: BrCC1=CC=C(C#N)C=C1 (4-bromomethyl benzonitrile), N1N=CN=C1 (1,2,4-triazole). Solvent: C(Cl)(Cl)Cl (chloroform), C(C)#N (acetonitrile). The product is N1N=C(N=C1)CC1=CC=C(C#N)C=C1 (4-[1-(1,2,4-triazolyl)methyl]benzonitrile), N=1N=CN(C1)CC1=CC=C(C#N)C=C1 (4-[(1,2,4-triazol-4-yl)methyl]benzonitrile), formula III. As a reaction SMILES: Br[CH2:2][C:3]1[CH:10]=[CH:9][C:6]([C:7]#[N:8])=[CH:5][CH:4]=1.[NH:11]1[CH:15]=[N:14][CH:13]=[N:12]1>C(Cl)(Cl)Cl.C(#N)C>[NH:11]1[CH:15]=[N:14][C:13]([CH2:2][C:3]2[CH:10]=[CH:9][C:6]([C:7]#[N:8])=[CH:5][CH:4]=2)=[N:12]1.[N:11]1[N:12]=[CH:13][N:14]([CH2:2][C:3]2[CH:10]=[CH:9][C:6]([C:7]#[N:8])=[CH:5][CH:4]=2)[CH:15]=1. Procedure details: In the process described in '672, the reaction of refluxing 4-bromomethyl benzonitrile with 1,2,4-triazole in the presence of potassium carbonate and potassium iodide in acetone solvent (according to example 24) gives 4-[1-(1,2,4-triazolyl)methyl]benzonitrile of the formula II in an amount of 87 wt %, and 4-[4-(1,2,4-triazol-4-yl)methyl]benzonitrile of the formula III in an amount of 11 wt %, along with 2% of other impurities. The reaction of 4-bromomethyl benzonitrile with 1,2,4-triazole in a m... Reactants: C(C)(=O)N[C@H]1[C@H](O[C@@H]([C@H]([C@@H]1OC(C)=O)OC(C)=O)COC(C)=O)Br (2-Acetamido-3,4,6-tri-O-acetyl-2-deoxy-α-D-glucopyranosyl bromide), [N-]=[N+]=[N-].[Li+] (lithium azide), CC(=O)C (acetone). Run in C(Cl)(Cl)Cl (chloroform), O (water). Yields the product C(C)(=O)N[C@H]1[C@@H](O[C@@H]([C@H]([C@@H]1OC(C)=O)OC(C)=O)COC(C)=O)N (2-Acetamido-3,4,6-tri-O-acetyl-2-deoxy-β-D-glucopyranosylamine). RXN SMILES: [C:1]([NH:4][C@@H:5]1[C@@H:10]([O:11][C:12](=[O:14])[CH3:13])[C@H:9]([O:15][C:16](=[O:18])[CH3:17])[C@@H:8]([CH2:19][O:20][C:21](=[O:23])[CH3:22])[O:7][C@@H:6]1Br)(=[O:3])[CH3:2].[N-:25]=[N+]=[N-].[Li+].CC(C)=O>C(Cl)(Cl)Cl.O>[C:1]([NH:4][C@@H:5]1[C@@H:10]([O:11][C:12](=[O:14])[CH3:13])[C@H:9]([O:15][C:16](=[O:18])[CH3:17])[C@@H:8]([CH2:19][O:20][C:21](=[O:23])[CH3:22])[O:7][C@H:6]1[NH2:25])(=[O:3])[CH3:2] |f:1.2|. Reported procedure: 2-Acetamido-3,4,6-tri-O-acetyl-2-deoxy-β-D-glucopyranosylamine was prepared as follows. 2-Acetamido-3,4,6-tri-O-acetyl-2-deoxy-α-D-glucopyranosyl bromide (11.25 g, 30.8 mmol) was reacted with lithium azide (2.25 g, 46 mmol) in refluxing acetone (50 ml) under nitrogen atmosphere for 19 hr. The acetone was then removed under reduced pressure to give a semi-solid residue, which was taken up in a mixture of chloroform and water. The organic layer was separated, dried over anhydrous sodium sulfate, a... Reactants: C(\C=C\CCCCCCC)(=O)O (trans-2-decenoic acid), C(CCCC)NCCCCC (diamylamine). The product is C(CCCC)N(C(\C=C\CCCCCCC)=O)CCCCC ((E)-N,N-dipentyl dec-2-enamide). RXN SMILES: [C:1]([OH:12])(=O)/[CH:2]=[CH:3]/[CH2:4][CH2:5][CH2:6][CH2:7][CH2:8][CH2:9][CH3:10].[CH2:13]([NH:18][CH2:19][CH2:20][CH2:21][CH2:22][CH3:23])[CH2:14][CH2:15][CH2:16][CH3:17]>>[CH2:19]([N:18]([CH2:13][CH2:14][CH2:15][CH2:16][CH3:17])[C:1](=[O:12])/[CH:2]=[CH:3]/[CH2:4][CH2:5][CH2:6][CH2:7][CH2:8][CH2:9][CH3:10])[CH2:20][CH2:21][CH2:22][CH3:23]. Reported procedure: The same operation as in Example 1-1 or 1-2 was carried out using trans-2-decenoic acid and diamylamine as starting materials to give the aimed compound. Starting materials: [N+](=O)([O-])C=1C=C(C=CC1)C(C=CC1=CC=CC=C1)=O (1-(3-nitrophenyl)-3-phenyl-2-propen-1-one), O1CCN(CC1)CCNC(CC(=O)C)=O (N-(2-morpholinoethyl)acetoacetamide), C(C)(=O)[O-].[NH4+] (ammonium acetate), Cl (hydrogen chloride). The solvent is CO (methanol). The product is Cl.Cl.CC1=NC(=CC(=C1C(NCCN1CCOCC1)=O)C1=CC=CC=C1)C1=CC(=CC=C1)[N+](=O)[O-] (2-methyl-3-(2-morpholinoethylcarbamoyl)-6-(3-nitrophenyl)-4-phenylpyridine dihydrochloride). As a reaction SMILES: [N+:1]([C:4]1[CH:5]=[C:6]([C:10](=O)[CH:11]=[CH:12][C:13]2[CH:18]=[CH:17][CH:16]=[CH:15][CH:14]=2)[CH:7]=[CH:8][CH:9]=1)([O-:3])=[O:2].[O:20]1[CH2:25][CH2:24][N:23]([CH2:26][CH2:27][NH:28][C:29](=[O:34])[CH2:30][C:31]([CH3:33])=O)[CH2:22][CH2:21]1.C([O-])(=O)C.[NH4+:39].[ClH:40]>CO>[ClH:40].[ClH:40].[CH3:33][C:31]1[C:30]([C:29](=[O:34])[NH:28][CH2:27][CH2:26][N:23]2[CH2:24][CH2:25][O:20][CH2:21][CH2:22]2)=[C:12]([C:13]2[CH:18]=[CH:17][CH:16]=[CH:15][CH:14]=2)[CH:11]=[C:10]([C:6]2[CH:7]=[CH:8][CH:9]=[C:4]([N+:1]([O-:3])=[O:2])[CH:5]=2)[N:39]=1 |f:2.3,6.7.8|. Procedure: 2-Methyl-3-(2-morpholinoethylcarbamoyl)-6- 3-nitrophenyl)-4-phenylpyridine, which was obtained according to a similar manner to that of Example 1 from 1-(3-nitrophenyl)-3-phenyl-2-propen-1-one (3.8 g), N-(2-morpholinoethyl)acetoacetamide (5.8 g) and ammonium acetate (2.0 g), was treated with a solution of hydrogen chloride in methanol to give 2-methyl-3-(2-morpholinoethylcarbamoyl)-6-(3-nitrophenyl)-4-phenylpyridine dihydrochloride (1.92 g). Starting materials: CCOC(=O)CC(=O)OCC, C1CCNCC1, Cc1ccccc1, COc1ccc(C=O)cc1OC1CC2CCC1C2. The product is CCOC(=O)C(=Cc1ccc(OC)c(OC2CC3CCC2C3)c1)C(=O)OCC. As a reaction SMILES: [C:19]([CH2:20][C:21](=[O:22])[O:23][CH2:24][CH3:25])(=[O:26])[O:27][CH2:28][CH3:29].[CH2:30]1[CH2:31][CH2:32][NH:33][CH2:34][CH2:35]1.[CH3:36][c:37]1[cH:38][cH:39][cH:40][cH:41][cH:42]1.[CH:1]12[CH:2]([O:8][c:9]3[cH:10][c:11]([CH:12]=[O:13])[cH:14][cH:15][c:16]3[O:17][CH3:18])[CH2:3][CH:4]([CH2:5][CH2:6]1)[CH2:7]2>>[CH:1]12[CH:2]([O:8][c:9]3[cH:10][c:11]([CH:12]=[C:20]([C:19](=[O:26])[O:27][CH2:28][CH3:29])[C:21](=[O:22])[O:23][CH2:24][CH3:25])[cH:14][cH:15][c:16]3[O:17][CH3:18])[CH2:3][CH:4]([CH2:5][CH2:6]1)[CH2:7]2.